Dataset: the Open Reaction Database (ORD), a public repository of structured organic reaction records. Task: describe an organic reaction: reactants, conditions, products, and yield The reactants are ClC1=NC2=CC(=C(C=C2N=C1C1=NC=CC=C1)Cl)Cl (2,6,7-trichloro-3-pyridin-2-yl-quinoxaline), NCCCN1CCOCC1 (N-(3-aminopropyl)-morpholine). Run in C1(=CC=CC=C1)C (toluene). Product: ClC=1C=C2N=C(C(=NC2=CC1Cl)NCCCN1CCOCC1)C1=NC=CC=C1 ((6,7-Dichloro-3-pyridin-2-yl-quinoxalin-2-yl)-(3-morpholin-4-yl-propyl)-amine). The yield is 83.2%. RXN SMILES: Cl[C:2]1[C:11]([C:12]2[CH:17]=[CH:16][CH:15]=[CH:14][N:13]=2)=[N:10][C:9]2[C:4](=[CH:5][C:6]([Cl:19])=[C:7]([Cl:18])[CH:8]=2)[N:3]=1.[NH2:20][CH2:21][CH2:22][CH2:23][N:24]1[CH2:29][CH2:28][O:27][CH2:26][CH2:25]1>C1(C)C=CC=CC=1>[Cl:18][C:7]1[CH:8]=[C:9]2[C:4](=[CH:5][C:6]=1[Cl:19])[N:3]=[C:2]([NH:20][CH2:21][CH2:22][CH2:23][N:24]1[CH2:29][CH2:28][O:27][CH2:26][CH2:25]1)[C:11]([C:12]1[CH:17]=[CH:16][CH:15]=[CH:14][N:13]=1)=[N:10]2. Procedure: A solution of 2,6,7-trichloro-3-pyridin-2-yl-quinoxaline (0.50 g) and N-(3-aminopropyl)-morpholine (0.46 g) in toluene (25 mL) was refluxed under nitrogen for 16 hours. After refluxing, the reaction mixture was cooled, filtered, and concentrated under vacuum. The residue was purified by flash chromatography (silica gel, 1:9 methanol/dichloromethane) to give a yellow solid. Recrystallization from methanol and water gave the product as yellow crystals (0.56 g); mp 119-121° C. Reactants: C(C)(=O)OC1=C(C(=CC(=C1)I)OC(C)=O)Cl (2-Chloro-5-iodo-1,3-phenylene diacetate), [OH-].[Li+] (lithium hydroxide), Cl (HCl). Solvent: O (H2O), O1CCOCC1 (dioxane). Reaction conditions: temperature 60 celsius, time 4 hour. Product: C(C)(=O)OC1=C(C(=CC(=C1)I)O)Cl (2-Chloro-3-hydroxy-5-iodophenyl acetate). Isolated yield 107.7%. RXN SMILES: [C:1]([O:4][C:5]1[CH:10]=[C:9]([I:11])[CH:8]=[C:7]([O:12]C(=O)C)[C:6]=1[Cl:16])(=[O:3])[CH3:2].[OH-].[Li+].Cl>O.O1CCOCC1>[C:1]([O:4][C:5]1[CH:10]=[C:9]([I:11])[CH:8]=[C:7]([OH:12])[C:6]=1[Cl:16])(=[O:3])[CH3:2] |f:1.2|. Reported procedure: A mixture of 2-chloro-5-iodo-1,3-phenylene diacetate (5) (5.16 g, 14.5 mmol) and 1M lithium hydroxide (29.1 mL, 29.1 mmol) in H2O (5 mL) and dioxane (20 mL) was stirred at 60° C. for 4 h then at RT for 20 h. The reaction mixture was acidified by the addition of 1M HCl and the product was extracted with EtOAc (150 mL). The organic solution was dried over MgSO4 and the solvent was removed in vacuo. The resulting oil was slurried with 1:1 DCM: isohexanes and the solvents were removed in vacuo to yi... Starting materials: COC=1C=C(CN)C=CC1OC (3,4-dimethoxy-benzylamine), C(C=C)(=O)OCC (ethyl acrylate). Run in C(C)O (ethanol), C(C)(=O)OCC (ethyl acetate). Conditions: time 20 hour. The product is C(C)OC(CCNCC1=CC(=C(C=C1)OC)OC)=O (3-(3,4-dimethoxy-benzylamino)-propionic acid ethyl ester). As a reaction SMILES: [CH3:1][O:2][C:3]1[CH:4]=[C:5]([CH:8]=[CH:9][C:10]=1[O:11][CH3:12])[CH2:6][NH2:7].[C:13]([O:17][CH2:18][CH3:19])(=[O:16])[CH:14]=[CH2:15]>C(O)C.C(OCC)(=O)C>[CH2:18]([O:17][C:13](=[O:16])[CH2:14][CH2:15][NH:7][CH2:6][C:5]1[CH:8]=[CH:9][C:10]([O:11][CH3:12])=[C:3]([O:2][CH3:1])[CH:4]=1)[CH3:19]. Procedure details: A mixture of 3,4-dimethoxy-benzylamine (100 g) and ethyl acrylate (65 ml) in ethanol (2L) and cylcohexane (1L) was stirred at room temperature for 20 hours then evaporated to give the title compound as a colourless oil (154 g). MS: 268 [MH]+. The reactants are CC(C)=O, [N-]=[N+]=[N-], [Na+], Cc1ccc(S(=O)(=O)Cl)cc1. The product is Cc1ccc(S(=O)(=O)N=[N+]=[N-])cc1. As a reaction SMILES: [CH3:16][C:17](=[O:18])[CH3:19].[N-:13]=[N+:14]=[N-:15].[Na+:12].[S:1](=[O:2])(=[O:3])([c:4]1[cH:5][cH:6][c:7]([CH3:8])[cH:9][cH:10]1)[Cl:11]>>[S:1](=[O:2])(=[O:3])([c:4]1[cH:5][cH:6][c:7]([CH3:8])[cH:9][cH:10]1)[N:13]=[N+:14]=[N-:15]. Reactants: Cc1ccc(S(=O)(=O)N2CC3CC3(N(C)C(=O)OC(C)(C)C)C2c2ccccc2)cc1, C1CCOC1, [Cl-], N, [NH4+], [Na]. Product: CN(C(=O)OC(C)(C)C)C12CC1CNC2c1ccccc1. Reaction SMILES: [C:3]([CH3:4])([CH3:5])([CH3:6])[O:7][C:8]([N:9]([C:10]12[CH:11]([c:26]3[cH:27][cH:28][cH:29][cH:30][cH:31]3)[N:12]([S:16]([c:17]3[cH:18][cH:19][c:20]([CH3:21])[cH:22][cH:23]3)(=[O:24])=[O:25])[CH2:13][CH:14]1[CH2:15]2)[CH3:32])=[O:33].[CH2:36]1[O:37][CH2:38][CH2:39][CH2:40]1.[Cl-:34].[NH3:2].[NH4+:35].[Na:1]>>[C:3]([CH3:4])([CH3:5])([CH3:6])[O:7][C:8]([N:9]([C:10]12[CH:11]([c:26]3[cH:27][cH:28][cH:29][cH:30][cH:31]3)[NH:12][CH2:13][CH:14]1[CH2:15]2)[CH3:32])=[O:33]. The reactants are CC(C)CCC(O)C(CC1CCCCC1)NC(=O)C(Cc1c[nH]cn1)NC(=O)OC(C)(C)C, CCOC(C)=O, O=C(O)C(F)(F)F. The product is CC(C)CCC(O)C(CC1CCCCC1)NC(=O)C(N)Cc1c[nH]cn1. As a reaction SMILES: [C:1]([O:2][C:3](=[O:4])[NH:8][CH:9]([CH2:10][c:11]1[cH:12][nH:13][cH:14][n:15]1)[C:16](=[O:17])[NH:18][CH:19]([CH2:20][CH:21]1[CH2:22][CH2:23][CH2:24][CH2:25][CH2:26]1)[CH:27]([CH2:28][CH2:29][CH:30]([CH3:31])[CH3:32])[OH:33])([CH3:5])([CH3:6])[CH3:7].[CH3:41][CH2:42][O:43][C:44](=[O:45])[CH3:46].[OH:34][C:35]([C:36]([F:37])([F:38])[F:39])=[O:40]>>[NH2:8][CH:9]([CH2:10][c:11]1[cH:12][nH:13][cH:14][n:15]1)[C:16](=[O:17])[NH:18][CH:19]([CH2:20][CH:21]1[CH2:22][CH2:23][CH2:24][CH2:25][CH2:26]1)[CH:27]([CH2:28][CH2:29][CH:30]([CH3:31])[CH3:32])[OH:33]. Starting materials: C1(CC1)CO (cyclopropylmethanol), CC1=C(C=CC=C1C)[C@H](C)C=1NC=CN1 (2-[(1S)-1-(2,3-Dimethylphenyl)ethyl]-1H-imidazole), N1=CC=CC=C1 (pyridine), O=C(OC(Cl)(Cl)Cl)Cl (diphosgene). Solvent: C(C)#N (acetonitrile). Run at time 1 hour. Yields the product CC1=C(C=CC=C1C)[C@H](C)C=1N(C=CN1)C(=O)OCC1CC1 (Cyclopropylmethyl 2-[(1S)-1-(2,3-dimethylphenyl)ethyl]-1H-imidazole-1-carboxylate). Reaction SMILES: [CH3:1][C:2]1[C:7]([CH3:8])=[CH:6][CH:5]=[CH:4][C:3]=1[C@@H:9]([C:11]1[NH:12][CH:13]=[CH:14][N:15]=1)[CH3:10].N1[CH:21]=[CH:20][CH:19]=[CH:18]C=1.[O:22]=[C:23](Cl)[O:24]C(Cl)(Cl)Cl.C1(CO)CC1>C(#N)C>[CH3:1][C:2]1[C:7]([CH3:8])=[CH:6][CH:5]=[CH:4][C:3]=1[C@@H:9]([C:11]1[N:15]([C:23]([O:24][CH2:18][CH:19]2[CH2:21][CH2:20]2)=[O:22])[CH:14]=[CH:13][N:12]=1)[CH3:10]. Reported procedure: To a mixture of the compound of Example 58 (100 mg, 0.5 mmol) and pyridine (90 μl, 1.1 mmol) in anhydrous acetonitrile (1 ml), at 0° C. and under nitrogen, was added diphosgene (33 μl, 0.28 mmol). The mixture was stirred at 0° C. for 30 min, before addition of cyclopropylmethanol (43 μl, 0.55 mmol). The reaction mixture was stirred at room temperature for 1 h and then filtered.